This data is from the Open Reaction Database (ORD), a public repository of structured organic reaction records. The task is: describe an organic reaction: reactants, conditions, products, and yield Reactants: ClC1=CC2=C(N(C(C(N=C2N2CCC3(OCCO3)CC2)CC2=CC3=CC=CC=C3C=C2)=O)CC2=CC=C(C=C2)OC)C=C1 (7-Chloro-1-(4-methoxybenzyl)-3-(naphthalen-2-ylmethyl)-5-(1,4-dioxa-8-azaspiro[4.5]decan-8-yl)-1H-benzo[e][1,4]diazepin-2(3H)-one), Cl (hydrochloric acid). As a reaction SMILES: [Cl:1][C:2]1[CH:43]=[CH:42][C:5]2[N:6](CC3C=CC(OC)=CC=3)[C:7](=[O:32])[CH:8]([CH2:21][C:22]3[CH:31]=[CH:30][C:29]4[C:24](=[CH:25][CH:26]=[CH:27][CH:28]=4)[CH:23]=3)[N:9]=[C:10]([N:11]3[CH2:20][CH2:19][C:14]4(OCC[O:15]4)[CH2:13][CH2:12]3)[C:4]=2[CH:3]=1.Cl>O1CCOCC1.C(OCC)(=O)C>[Cl:1][C:2]1[CH:43]=[CH:42][C:5]2[NH:6][C:7](=[O:32])[CH:8]([CH2:21][C:22]3[CH:31]=[CH:30][C:29]4[C:24](=[CH:25][CH:26]=[CH:27][CH:28]=4)[CH:23]=3)[N:9]=[C:10]([N:11]3[CH2:12][CH2:13][C:14](=[O:15])[CH2:19][CH2:20]3)[C:4]=2[CH:3]=1. Product: ClC1=CC2=C(NC(C(N=C2N2CCC(CC2)=O)CC2=CC3=CC=CC=C3C=C2)=O)C=C1 (7-chloro-3-(naphthalen-2-ylmethyl)-5-(4-oxopiperidin-1-yl)-1H-benzo[e][1,4]diazepin-2(3H)-one). Reaction conditions: temperature 60 celsius, time 5 hour. Procedure: 7-Chloro-1-(4-methoxybenzyl)-3-(naphthalen-2-ylmethyl)-5-(1,4-dioxa-8-azaspiro[4.5]decan-8-yl)-1H-benzo[e][1,4]diazepin-2(3H)-one (0.14 g, 0.24 mmol) was dissolved in 1,4-dioxane (4 mL), and concentrated aqueous hydrochloric acid (4 mL) was added. The reaction mixture was stirred at 60° C. for 5 hours, then the temperature increased to 80° C. for 2 hours. The solution was cooled, diluted with ethyl acetate, washed with saturated sodium bicarbonate solution, brine, dried with sodium sulfate, deca... Run in O1CCOCC1 (1,4-dioxane), C(C)(=O)OCC (ethyl acetate). Yield: 21.2%. Starting materials: FC1=C(C=CC=C1)NC(NC1=CC=C(C=C1)C1=CC=C2CN(C(C2=C1)=O)[C@H](C(=O)OC)C(C)C)=S ((S)-Methyl 2-(6-(4-(3-(2-fluorophenyl)thioureido)phenyl)-1-oxoisoindolin-2-yl)-3-methylbutanoate), NC1=CC=C(C=C1)C1=CC=C2CN(C(C2=C1)=O)[C@H](C(=O)OC)C(C)C ((S)-Methyl 2-(6-(4-aminophenyl)-1-oxoisoindolin-2-yl)-3-methylbutanoate), C(#N)C1=CC=C(C=C1)N=C=S (4-cyanophenyl isothiocyanate), compound, compound. The product is C(#N)C1=CC=C(C=C1)NC(NC1=CC=C(C=C1)C1=CC=C2CN(C(C2=C1)=O)[C@H](C(=O)OC)C(C)C)=S ((S)-Methyl 2-(6-(4-(3-(4-cyanophenyl)thioureido)phenyl)-1-oxoisoindolin-2-yl)-3-methylbutanoate). Reaction SMILES: F[C:2]1[CH:7]=[CH:6][CH:5]=[CH:4][C:3]=1[NH:8][C:9](=[S:35])[NH:10][C:11]1[CH:16]=[CH:15][C:14]([C:17]2[CH:25]=[C:24]3[C:20]([CH2:21][N:22]([C@@H:27]([CH:32]([CH3:34])[CH3:33])[C:28]([O:30][CH3:31])=[O:29])[C:23]3=[O:26])=[CH:19][CH:18]=2)=[CH:13][CH:12]=1.[NH2:36][C:37]1C=CC(C2C=C3C(CN([C@@H](C(C)C)C(OC)=O)C3=O)=CC=2)=CC=1.C(C1C=CC(N=C=S)=CC=1)#N>>[C:37]([C:6]1[CH:5]=[CH:4][C:3]([NH:8][C:9](=[S:35])[NH:10][C:11]2[CH:12]=[CH:13][C:14]([C:17]3[CH:25]=[C:24]4[C:20]([CH2:21][N:22]([C@@H:27]([CH:32]([CH3:33])[CH3:34])[C:28]([O:30][CH3:31])=[O:29])[C:23]4=[O:26])=[CH:19][CH:18]=3)=[CH:15][CH:16]=2)=[CH:2][CH:7]=1)#[N:36]. Procedure: The compound of example 67 was prepared analogous to compound of example 51 by reaction of compound of example 6 with 4-cyanophenyl isothiocyanate. The compound of example 67 was used directly without isolation for the preparation of compound of example 66. The reactants are solution, Cl (HCl), [O-]C#N.[K+] (potassium cyanate), C1(=CC=CC=C1)[C@@H](C)N ((R)-1-phenylethylamine), C(=O)(O)[O-].[Na+] (NaHCO3). Solvent: O (water), O (water). Run at temperature 80 celsius. The product is C1(=CC=CC=C1)[C@@H](C)NC(=O)N ((R)-1-(1-Phenylethyl)urea). Yield: 97.5%. Reaction SMILES: [C:1]1([C@H:7]([NH2:9])[CH3:8])[CH:6]=[CH:5][CH:4]=[CH:3][CH:2]=1.Cl.[O-:11][C:12]#[N:13].[K+].C([O-])(O)=O.[Na+]>O>[C:1]1([C@H:7]([NH:9][C:12]([NH2:13])=[O:11])[CH3:8])[CH:6]=[CH:5][CH:4]=[CH:3][CH:2]=1 |f:2.3,4.5|. Procedure details: A mixture of (R)-1-phenylethylamine (1.00 g, 8.25 mmol) in water (4 mL) was treated with a 1 M solution of HCl in water (8.5 mL, 8.5 mmol) followed by potassium cyanate (3.35 g, 41.2 mmol). The reaction mixture was warmed to 80° C. for 1 hour and cooled. The mixture was neutralized with saturated NaHCO3 and extracted with ethyl acetate and 2-methyltetrahydrofuran. The combined organic phase was dried (Na2SO4), filtered and concentrated. Chromatography on SiO2 (0-10% MeOH/DCM) gave the desired ur... Procedure details: α-(Methoxyimino)-N-methyl-2-[[[3-chloro-5-(methoxycarbonyl)-2-pyridinyl]oxy]methyl]-benzeneacetamide (15.8 g, 40.4 mmol), prepared utilizing the general procedure described in Example 37, was dissolved in warm methanol (600 mL) to which was added 0.1 N NaOH (600 mL). The solution was stirred at room temperature overnight, then concentrated in vacuo to remove excess methanol. The remainder was extracted with Et2O (200 mL). The aqueous layer was acidified slightly (pH 5-6) resulting in a white pre... The yield is 97.6%. Reaction SMILES: [CH3:1][O:2][N:3]=[C:4]([C:9]1[CH:14]=[CH:13][CH:12]=[CH:11][C:10]=1[CH2:15][O:16][C:17]1[C:22]([Cl:23])=[CH:21][C:20]([C:24]([O:26]C)=[O:25])=[CH:19][N:18]=1)[C:5]([NH:7][CH3:8])=[O:6].[OH-].[Na+]>CO>[CH3:1][O:2][N:3]=[C:4]([C:9]1[CH:14]=[CH:13][CH:12]=[CH:11][C:10]=1[CH2:15][O:16][C:17]1[C:22]([Cl:23])=[CH:21][C:20]([C:24]([OH:26])=[O:25])=[CH:19][N:18]=1)[C:5]([NH:7][CH3:8])=[O:6] |f:1.2|. Run in CO (methanol). Reactants: CON=C(C(=O)NC)C1=C(C=CC=C1)COC1=NC=C(C=C1Cl)C(=O)OC (α-(Methoxyimino)-N-methyl-2-[[[3-chloro-5-(methoxycarbonyl)-2-pyridinyl]oxy]methyl]-benzeneacetamide), [OH-].[Na+] (NaOH). Conditions: time 8 hour. Product: CON=C(C(=O)NC)C1=C(C=CC=C1)COC1=NC=C(C=C1Cl)C(=O)O (α-(methoxyimino)-N-methyl-2-[[[3-chloro-5-(carboxy)-2-pyridinyl]oxy]methyl]-benzeneacetamide). Starting materials: CCOC(C)=O, Cc1ccc(C2COc3c(C)c(C)c(NCc4ccccc4)c(C)c32)nc1, CCCCCC. Yields the product Cc1ccc(C2COc3c(C)c(C)c(N)c(C)c32)nc1. RXN SMILES: [C:34]([O:35][CH2:36][CH3:37])(=[O:38])[CH3:39].[CH2:1]([c:2]1[cH:3][cH:4][cH:5][cH:6][cH:7]1)[NH:8][c:9]1[c:10]([CH3:27])[c:11]([CH3:26])[c:12]2[c:13]([c:24]1[CH3:25])[CH:14]([c:17]1[n:18][cH:19][c:20]([CH3:23])[cH:21][cH:22]1)[CH2:15][O:16]2.[CH3:28][CH2:29][CH2:30][CH2:31][CH2:32][CH3:33]>>[NH2:8][c:9]1[c:10]([CH3:27])[c:11]([CH3:26])[c:12]2[c:13]([c:24]1[CH3:25])[CH:14]([c:17]1[n:18][cH:19][c:20]([CH3:23])[cH:21][cH:22]1)[CH2:15][O:16]2.